From a dataset of the Open Reaction Database (ORD), a public repository of structured organic reaction records. describe an organic reaction: reactants, conditions, products, and yield Reactants: ClCCCCBr, C1CCOC1, [Li]CCCC, CC(C)(C)OC(=O)C1CC1, [Cl-], [NH4+]. Product: CC(C)(C)OC(=O)C1(CCCCCl)CC1. Reaction SMILES: [Br:16][CH2:17][CH2:18][CH2:19][CH2:20][Cl:21].[CH2:24]1[O:25][CH2:26][CH2:27][CH2:28]1.[CH3:1][CH2:2][CH2:3][CH2:4][Li:5].[CH:6]1([C:9](=[O:10])[O:11][C:12]([CH3:13])([CH3:14])[CH3:15])[CH2:7][CH2:8]1.[Cl-:22].[NH4+:23]>>[C:6]1([C:9](=[O:10])[O:11][C:12]([CH3:13])([CH3:14])[CH3:15])([CH2:17][CH2:18][CH2:19][CH2:20][Cl:21])[CH2:7][CH2:8]1.